Dataset: the Open Reaction Database (ORD), a public repository of structured organic reaction records. Task: describe an organic reaction: reactants, conditions, products, and yield Starting materials: C1(CCCC1)C1=C2C(CC(OC2=CC(=C1CC1=CC=C(C=C1)C(F)(F)F)C(C)C)(C)C)=O (5-Cyclopentyl-7-isopropyl-2,2-dimethyl-6-[4-(trifluoromethyl)benzyl]-2,3-dihydro-4H-chromen-4-one), N[C@H]1[C@H](CC2=CC=CC=C12)O ((1R,2S)-1-aminoindan-2-ol), CO (Methanol). The solvent is O1CCCC1 (tetrahydrofuran), O1CCCC1 (tetrahydrofuran). Run at time 30 minute. The product is C1(CCCC1)C1=C2[C@H](CC(OC2=CC(=C1CC1=CC=C(C=C1)C(F)(F)F)C(C)C)(C)C)O ((4S)-5-Cyclopentyl-7-isopropyl-2,2-dimethyl-6-[4-(trifluoromethyl)benzyl]chroman-4-ol). As a reaction SMILES: N[C@@H]1C2C(=CC=CC=2)C[C@@H]1O.[CH:12]1([C:17]2[C:26]([CH2:27][C:28]3[CH:33]=[CH:32][C:31]([C:34]([F:37])([F:36])[F:35])=[CH:30][CH:29]=3)=[C:25]([CH:38]([CH3:40])[CH3:39])[CH:24]=[C:23]3[C:18]=2[C:19](=[O:43])[CH2:20][C:21]([CH3:42])([CH3:41])[O:22]3)[CH2:16][CH2:15][CH2:14][CH2:13]1.CO>O1CCCC1>[CH:12]1([C:17]2[C:26]([CH2:27][C:28]3[CH:29]=[CH:30][C:31]([C:34]([F:35])([F:36])[F:37])=[CH:32][CH:33]=3)=[C:25]([CH:38]([CH3:39])[CH3:40])[CH:24]=[C:23]3[C:18]=2[C@@H:19]([OH:43])[CH2:20][C:21]([CH3:41])([CH3:42])[O:22]3)[CH2:13][CH2:14][CH2:15][CH2:16]1. Procedure details: 40 μl (210 μmol) of borane/N,N-diethylaniline complex are added slowly to a solution of 1.2 mg (10 μmol) of (1R,2S)-1-aminoindan-2-ol in 1.5 ml of tetrahydrofuran, and the mixture is stirred for 30 min. A solution of 23 mg (50 μmol) of 5-cyclopentyl-7-isopropyl-2,2-dimethyl-6-[4-(trifluoromethyl)benzyl]-2,3-dihydro-4H-chromen-4-one (Example 39A) in 1.5 ml of tetrahydrofuran is then added very slowly dropwise, and the mixture is stirred for 2 h. Methanol is then added, and the mixture is concentr... The reactants are C(=O)C1=CC=C2[C@@H](CCOC2=C1)NC(CC1N(CCCC1)S(=O)(=O)C1=CC(=CC=C1)C(F)(F)F)=O (N-(7-Formyl-chroman-4-(R)-yl)-2-[1-(3-trifluoromethyl-benzenesulfonyl)-piperidin-2-yl]-acetamide), N1CCCCC1 (piperidine), [BH-](OC(=O)C)(OC(=O)C)OC(=O)C.[Na+] (NaBH(OAc)3). Run in CN(C(C)=O)C (N,N-dimethyl-acetamide). Run at time 14 hour. The product is N1(CCCCC1)CC1=CC=C2[C@@H](CCOC2=C1)NC(CC1N(CCCC1)S(=O)(=O)C1=CC(=CC=C1)C(F)(F)F)=O (N-(7-Piperidin-1-ylmethyl-chroman-4-(R)-yl)-2-[1-(3-trifluoromethyl-benzenesulfonyl)-piperidin-2-yl]-acetamide). Reaction SMILES: [CH:1]([C:3]1[CH:12]=[C:11]2[C:6]([C@H:7]([NH:13][C:14](=[O:35])[CH2:15][CH:16]3[CH2:21][CH2:20][CH2:19][CH2:18][N:17]3[S:22]([C:25]3[CH:30]=[CH:29][CH:28]=[C:27]([C:31]([F:34])([F:33])[F:32])[CH:26]=3)(=[O:24])=[O:23])[CH2:8][CH2:9][O:10]2)=[CH:5][CH:4]=1)=O.[NH:36]1[CH2:41][CH2:40][CH2:39][CH2:38][CH2:37]1.[BH-](OC(C)=O)(OC(C)=O)OC(C)=O.[Na+]>CN(C)C(=O)C>[N:36]1([CH2:1][C:3]2[CH:12]=[C:11]3[C:6]([C@H:7]([NH:13][C:14](=[O:35])[CH2:15][CH:16]4[CH2:21][CH2:20][CH2:19][CH2:18][N:17]4[S:22]([C:25]4[CH:30]=[CH:29][CH:28]=[C:27]([C:31]([F:33])([F:32])[F:34])[CH:26]=4)(=[O:24])=[O:23])[CH2:8][CH2:9][O:10]3)=[CH:5][CH:4]=2)[CH2:41][CH2:40][CH2:39][CH2:38][CH2:37]1 |f:2.3|. Procedure details: N-(7-Formyl-chroman-4-(R)-yl)-2-[1-(3-trifluoromethyl-benzenesulfonyl)-piperidin-2-yl]-acetamide (135 mg, 0.26 mmol) and piperidine (28 mg, 0.33 mmol) were added to N,N-dimethyl-acetamide (1.5 mL) solution, followed by NaBH(OAc)3 (115 mg, 0.52 mmol) and the reaction was stirred overnight (14 h). The reaction was quenched with dilute NaHCO3—H2O (10 mL), and the mixture was extracted with CH2Cl2 (2×10 mL), and the organic phase was washed with dilute NaHCO3—H2O and H2O, and dried over MgSO4. After... The reactants are Cc1nc(NC(c2ccccc2)(c2ccccc2)c2ccccc2)sc1C(=O)O, COc1ccc(CCN)cc1OC, CN(C)C=O, C(=NC1CCCCC1)=NC1CCCCC1, On1nnc2ccccc21. Product: COc1ccc(CCNC(=O)c2sc(NC(c3ccccc3)(c3ccccc3)c3ccccc3)nc2C)cc1OC. Reaction SMILES: [CH3:1][c:2]1[n:3][c:4]([NH:10][C:11]([c:12]2[cH:13][cH:14][cH:15][cH:16][cH:17]2)([c:18]2[cH:19][cH:20][cH:21][cH:22][cH:23]2)[c:24]2[cH:25][cH:26][cH:27][cH:28][cH:29]2)[s:5][c:6]1[C:7](=[O:8])[OH:9].[CH3:30][O:31][c:32]1[cH:33][c:34]([CH2:40][CH2:41][NH2:42])[cH:35][cH:36][c:37]1[O:38][CH3:39].[CH3:68][N:69]([CH3:70])[CH:71]=[O:72].[CH:53]1([N:54]=[C:55]=[N:56][CH:57]2[CH2:58][CH2:59][CH2:60][CH2:61][CH2:62]2)[CH2:63][CH2:64][CH2:65][CH2:66][CH2:67]1.[OH:43][n:44]1[c:45]2[cH:46][cH:47][cH:48][cH:49][c:50]2[n:51][n:52]1>>[CH3:1][c:2]1[n:3][c:4]([NH:10][C:11]([c:12]2[cH:13][cH:14][cH:15][cH:16][cH:17]2)([c:18]2[cH:19][cH:20][cH:21][cH:22][cH:23]2)[c:24]2[cH:25][cH:26][cH:27][cH:28][cH:29]2)[s:5][c:6]1[C:7](=[O:8])[NH:42][CH2:41][CH2:40][c:34]1[cH:33][c:32]([O:31][CH3:30])[c:37]([O:38][CH3:39])[cH:36][cH:35]1. Reactants: CCO, NN, O, O, O=C1c2ccccc2C(=O)N1C(COc1nnc(-c2ccc3cnccc3c2)s1)Cc1c[nH]c2ccccc12. Product: NC(COc1nnc(-c2ccc3cnccc3c2)s1)Cc1c[nH]c2ccccc12. As a reaction SMILES: [CH2:44]([OH:45])[CH3:46].[NH2:42][NH2:43].[OH2:40].[OH2:41].[nH:1]1[cH:2][c:3]([CH2:10][CH:11]([CH2:12][O:13][c:14]2[s:15][c:16](-[c:19]3[cH:20][c:21]4[cH:22][cH:23][n:24][cH:25][c:26]4[cH:27][cH:28]3)[n:17][n:18]2)[N:29]2[C:30](=[O:31])[c:32]3[c:33]([cH:34][cH:35][cH:36][cH:37]3)[C:38]2=[O:39])[c:4]2[cH:5][cH:6][cH:7][cH:8][c:9]12>>[nH:1]1[cH:2][c:3]([CH2:10][CH:11]([CH2:12][O:13][c:14]2[s:15][c:16](-[c:19]3[cH:20][c:21]4[cH:22][cH:23][n:24][cH:25][c:26]4[cH:27][cH:28]3)[n:17][n:18]2)[NH2:29])[c:4]2[cH:5][cH:6][cH:7][cH:8][c:9]12. Reactants: C1(=CC=CC=C1)CCC=O (3-Phenylpropionaldehyde), S([O-])(O)=O.[Na+] (sodium bisulfite), [C-]#N.[Na+] (sodium cyanide). Run in O (water), C(C)O (ethanol), O (water). Conditions: time 2 hour. The product is OC(C#N)CCC1=CC=CC=C1 (2-hydroxy-4-phenylbutyronitrile). The yield is 47.1%. Reaction SMILES: [C:1]1([CH2:7][CH2:8][CH:9]=[O:10])[CH:6]=[CH:5][CH:4]=[CH:3][CH:2]=1.S(=O)(O)[O-].[Na+].[C-:16]#[N:17].[Na+]>O.C(O)C>[OH:10][CH:9]([CH2:8][CH2:7][C:1]1[CH:6]=[CH:5][CH:4]=[CH:3][CH:2]=1)[C:16]#[N:17] |f:1.2,3.4|. Procedure: 3-Phenylpropionaldehyde (0.40 mole) was added dropwise to a solution of sodium bisulfite (0.80 mole) in 240 mL water and 50 mL 95% ethanol at room temperature over a 30 min period. A solution of sodium cyanide (0.40 mole) in 60 mL water was added dropwise to the stirred white suspension over a 20 min period at room temperature. After continuing stirring for an additional 2 hrs, the reaction mixture was extracted with ether (4×250 mL). The extracts were combined, dried (MgSO4) and concentrated in... Reactants: Cc1ccc(C=O)c(C)c1, Cc1ccccc1, Nc1ccc(Cl)cc1Cl, Cc1ccc(S(=O)(=O)O)cc1. Yields the product Cc1ccc(C=Nc2ccc(Cl)cc2Cl)c(C)c1. As a reaction SMILES: [CH3:1][c:2]1[c:3]([CH:4]=[O:5])[cH:6][cH:7][c:8]([CH3:10])[cH:9]1.[CH3:31][c:32]1[cH:33][cH:34][cH:35][cH:36][cH:37]1.[NH2:11][c:12]1[cH:13][cH:14][c:15]([Cl:16])[cH:17][c:18]1[Cl:19].[c:20]1([CH3:21])[cH:22][cH:23][c:24]([S:25]([OH:26])(=[O:27])=[O:28])[cH:29][cH:30]1>>[CH3:1][c:2]1[c:3]([CH:4]=[N:11][c:12]2[cH:13][cH:14][c:15]([Cl:16])[cH:17][c:18]2[Cl:19])[cH:6][cH:7][c:8]([CH3:10])[cH:9]1. Starting materials: O=C1NC(=O)c2ccc(Br)cc2C1=CNc1ccc(CN2CCCC2CO)cc1, CN(C)C=O, Cl[Pd]Cl, c1ccc(P(c2ccccc2)c2ccccc2)cc1, c1ccc(P(c2ccccc2)c2ccccc2)cc1, CCCC[Sn](CCCC)(CCCC)c1ccco1. Product: O=C1NC(=O)c2ccc(-c3ccco3)cc2C1=CNc1ccc(CN2CCCC2CO)cc1. RXN SMILES: [Br:1][c:2]1[cH:3][c:4]2[c:9]([cH:10][cH:11]1)[C:8](=[O:12])[NH:7][C:6](=[O:13])[C:5]2=[CH:14][NH:15][c:16]1[cH:17][cH:18][c:19]([CH2:22][N:23]2[CH:24]([CH2:28][OH:29])[CH2:25][CH2:26][CH2:27]2)[cH:20][cH:21]1.[CH3:48][N:49]([CH3:50])[CH:51]=[O:52].[Pd:53]([Cl:54])[Cl:55].[c:56]1([P:57]([c:58]2[cH:59][cH:60][cH:61][cH:62][cH:63]2)[c:64]2[cH:65][cH:66][cH:67][cH:68][cH:69]2)[cH:70][cH:71][cH:72][cH:73][cH:74]1.[c:75]1([P:76]([c:77]2[cH:78][cH:79][cH:80][cH:81][cH:82]2)[c:83]2[cH:84][cH:85][cH:86][cH:87][cH:88]2)[cH:89][cH:90][cH:91][cH:92][cH:93]1.[o:30]1[c:31]([Sn:35]([CH2:36][CH2:37][CH2:38][CH3:39])([CH2:40][CH2:41][CH2:42][CH3:43])[CH2:44][CH2:45][CH2:46][CH3:47])[cH:32][cH:33][cH:34]1>>[c:2]1(-[c:31]2[o:30][cH:34][cH:33][cH:32]2)[cH:3][c:4]2[c:9]([cH:10][cH:11]1)[C:8](=[O:12])[NH:7][C:6](=[O:13])[C:5]2=[CH:14][NH:15][c:16]1[cH:17][cH:18][c:19]([CH2:22][N:23]2[CH:24]([CH2:28][OH:29])[CH2:25][CH2:26][CH2:27]2)[cH:20][cH:21]1. The reactants are COc1ccc(CN2CC(c3cccc(C(F)(F)F)c3)N(c3ccc(Oc4ccc(Cl)cc4)cc3)C2=O)cc1, O=C(O)C(F)(F)F. Yields the product O=C1NCC(c2cccc(C(F)(F)F)c2)N1c1ccc(Oc2ccc(Cl)cc2)cc1. As a reaction SMILES: [Cl:1][c:2]1[cH:3][cH:4][c:5]([O:6][c:7]2[cH:8][cH:9][c:10]([N:13]3[C:14](=[O:37])[N:15]([CH2:28][c:29]4[cH:30][cH:31][c:32]([O:33][CH3:34])[cH:35][cH:36]4)[CH2:16][CH:17]3[c:18]3[cH:19][c:20]([C:24]([F:25])([F:26])[F:27])[cH:21][cH:22][cH:23]3)[cH:11][cH:12]2)[cH:38][cH:39]1.[F:40][C:41]([F:42])([F:43])[C:44]([OH:45])=[O:46]>>[Cl:1][c:2]1[cH:3][cH:4][c:5]([O:6][c:7]2[cH:8][cH:9][c:10]([N:13]3[C:14](=[O:37])[NH:15][CH2:16][CH:17]3[c:18]3[cH:19][c:20]([C:24]([F:25])([F:26])[F:27])[cH:21][cH:22][cH:23]3)[cH:11][cH:12]2)[cH:38][cH:39]1. Reactants: Cl.N1=C(C=CC=C1)CC(=O)O (pyridin-2-ylacetic acid hydrochloride), N,N'-carbonyldiimidazole, CC1(OC(CC(O1)=O)=O)C (2,2-dimethyl-1,3-dioxane-4,6-dione). The solvent is CN(C=O)C (N,N-dimethylformamide). Conditions: temperature 60 celsius, time 1 hour. Product: OC=1C=C2C=CC=CN2C(C1C(=O)O)=O (2-hydroxy-4H-quinolizin-4-one-3carboxylic). The yield is 18.6%. RXN SMILES: Cl.[N:2]1[CH:7]=[CH:6][CH:5]=[CH:4][C:3]=1[CH2:8][C:9]([OH:11])=O.CC1(C)[O:18][C:17](=O)[CH2:16][C:15](=[O:20])[O:14]1>CN(C)C=O>[OH:11][C:9]1[CH:8]=[C:3]2[N:2]([C:17](=[O:18])[C:16]=1[C:15]([OH:20])=[O:14])[CH:7]=[CH:6][CH:5]=[CH:4]2 |f:0.1|. Procedure: To a solution of pyridin-2-ylacetic acid hydrochloride (1 g) in N,N-dimethylformamide (10 ml) was added N,N'-carbonyldiimidazole (934 mg) at room temperature and the mixture was heated at 60° C. for 20 minutes. To the mixture was added 2,2-dimethyl-1,3-dioxane-4,6-dione (830 mg) at 60° C. and the mixture was stirred for 1 hour at the same temperature. The solvent was distilled off and the residue was diluted with chloroform and washed with water. The chloroform layer was extracted with aqueous s... Reactants: C1(=CC=CC=C1)O (phenol), ClC1=CC=C(C=C1S(=O)(=O)Cl)[N+](=O)[O-] (6-chloro-3-nitrobenzenesulphonyl chloride). Run in O (water). Run at time 3.5 hour. Yields the product 116, C1(=CC=CC=C1)OS(=O)(=O)C1=CC(=CC=C1Cl)[N+](=O)[O-] (Phenyl-6-chloro-3-nitrobenzenesulphonate). RXN SMILES: [C:1]1([OH:7])[CH:6]=[CH:5][CH:4]=[CH:3][CH:2]=1.[Cl:8][C:9]1[C:14]([S:15](Cl)(=[O:17])=[O:16])=[CH:13][C:12]([N+:19]([O-:21])=[O:20])=[CH:11][CH:10]=1>O>[C:1]1([O:7][S:15]([C:14]2[C:9]([Cl:8])=[CH:10][CH:11]=[C:12]([N+:19]([O-:21])=[O:20])[CH:13]=2)(=[O:16])=[O:17])[CH:6]=[CH:5][CH:4]=[CH:3][CH:2]=1. Procedure details: To 37.6 parts of phenol stirring in 780 parts water at pH 9.0 and at 5°-10° C. was added 100 parts 6-chloro-3-nitrobenzenesulphonyl chloride. A few drops of Calsolene oil wetting agent were added and the mixture was stirred at pH 9.5°-10° and 5°-10° C. for 3.5 hours, cooled and filtered. The solid was washed with cold water, and dried to give 116 parts of the desired product.